From a dataset of the Open Reaction Database (ORD), a public repository of structured organic reaction records. describe an organic reaction: reactants, conditions, products, and yield Reactants: OOS(=O)[O-].[K+] (OXONE), C(C)NC(C1=C(C=CC=C1SC(C)(C)C)F)=O (N-ethyl-2-fluoro-6-(1,1-dimethylethylthio)benzamide), S(=O)(=O)([O-])S(=O)[O-].[Na+].[Na+] (sodium metabisulfite). Solvent: O (water), CO (methanol). Conditions: time 2 minute. Product: CC(C)(C)S(=O)C1=C(C(=O)NCC)C(=CC=C1)F (2-[(1,1-Dimethylethyl)sulfinyl]-N-ethyl-6-fluorobenzamide). Yield: 60.0%. As a reaction SMILES: [CH2:1]([NH:3][C:4](=[O:17])[C:5]1[C:10]([S:11][C:12]([CH3:15])([CH3:14])[CH3:13])=[CH:9][CH:8]=[CH:7][C:6]=1[F:16])[CH3:2].[OH:18]OS([O-])=O.[K+].S(S([O-])=O)([O-])(=O)=O.[Na+].[Na+]>CO.O>[CH3:14][C:12]([S:11]([C:10]1[CH:9]=[CH:8][CH:7]=[C:6]([F:16])[C:5]=1[C:4]([NH:3][CH2:1][CH3:2])=[O:17])=[O:18])([CH3:13])[CH3:15] |f:1.2,3.4.5|. Procedure: A 0° C. solution of N-ethyl-2-fluoro-6-(1,1-dimethylethylthio)benzamide (3.45 g, 13.51 mmol) in methanol (100 mL) was combined with a 0° C. solution of OXONE® (8.31 g, 13.51 mmol) in water (100 mL). This mixture was stirred for 2 min, then was poured into 25% aq sodium metabisulfite (100 mL) and extracted with ether (3×100 mL). The combined organics were washed with brine followed with water, then was dried (MgSO4), concentrated, and recrystallized from ethyl acetate-hexanes to afford 2.2 g of t... Reactants: ClCCl, C1CCOC1, CCN, Cc1ccc(C(=O)O)cc1-n1cc(C)c2ccc(OCCCl)cc2c1=O, O=C(Cl)C(=O)Cl, CN(C)C=O. Yields the product CCNC(=O)c1ccc(C)c(-n2cc(C)c3ccc(OCCCl)cc3c2=O)c1. RXN SMILES: [CH2:41]([Cl:42])[Cl:43].[CH2:44]1[O:45][CH2:46][CH2:47][CH2:48]1.[CH3:38][CH2:39][NH2:40].[Cl:1][CH2:2][CH2:3][O:4][c:5]1[cH:6][cH:7][c:8]2[c:9]([CH3:26])[cH:10][n:11](-[c:16]3[cH:17][c:18]([C:19](=[O:20])[OH:21])[cH:22][cH:23][c:24]3[CH3:25])[c:12](=[O:15])[c:13]2[cH:14]1.[Cl:27][C:28]([C:29]([Cl:30])=[O:31])=[O:32].[O:33]=[CH:34][N:35]([CH3:36])[CH3:37]>>[Cl:1][CH2:2][CH2:3][O:4][c:5]1[cH:6][cH:7][c:8]2[c:9]([CH3:26])[cH:10][n:11](-[c:16]3[cH:17][c:18]([C:19](=[O:20])[NH:40][CH2:39][CH3:38])[cH:22][cH:23][c:24]3[CH3:25])[c:12](=[O:15])[c:13]2[cH:14]1. Reactants: O=C([O-])[O-], C1COCCO1, COc1ccc2c(OCCn3nc(Cl)ccc3=O)ccnc2c1, CC(C)(C)S(=O)NC(c1ccc(B2OC(C)(C)C(C)(C)O2)cc1Cl)C(F)(F)F, [Cs+], [Cs+], O. Yields the product COc1ccc2c(OCCn3nc(-c4ccc(C(NS(=O)C(C)(C)C)C(F)(F)F)c(Cl)c4)ccc3=O)ccnc2c1. Reaction SMILES: [C:52](=[O:53])([O-:54])[O-:55].[CH2:58]1[O:59][CH2:60][CH2:61][O:62][CH2:63]1.[Cl:1][c:2]1[cH:3][cH:4][c:5](=[O:23])[n:6]([CH2:8][CH2:9][O:10][c:11]2[cH:12][cH:13][n:14][c:15]3[cH:16][c:17]([O:21][CH3:22])[cH:18][cH:19][c:20]23)[n:7]1.[Cl:24][c:25]1[c:26]([CH:40]([C:41]([F:42])([F:43])[F:44])[NH:45][S:46](=[O:47])[C:48]([CH3:49])([CH3:50])[CH3:51])[cH:27][cH:28][c:29]([B:31]2[O:32][C:33]([CH3:34])([CH3:35])[C:36]([CH3:37])([CH3:38])[O:39]2)[cH:30]1.[Cs+:56].[Cs+:57].[OH2:64]>>[c:2]1(-[c:29]2[cH:28][cH:27][c:26]([CH:40]([C:41]([F:42])([F:43])[F:44])[NH:45][S:46](=[O:47])[C:48]([CH3:49])([CH3:50])[CH3:51])[c:25]([Cl:24])[cH:30]2)[cH:3][cH:4][c:5](=[O:23])[n:6]([CH2:8][CH2:9][O:10][c:11]2[cH:12][cH:13][n:14][c:15]3[cH:16][c:17]([O:21][CH3:22])[cH:18][cH:19][c:20]23)[n:7]1. Starting materials: O=C(CBr)c1ccccc1, CC1(C)Oc2ccc([N+](=O)[O-])cc2NC1=O, CN(C)C=O, [H-], [Na+]. The product is CC1(C)Oc2ccc([N+](=O)[O-])cc2N(CC(=O)c2ccccc2)C1=O. RXN SMILES: [Br:19][CH2:20][C:21](=[O:22])[c:23]1[cH:24][cH:25][cH:26][cH:27][cH:28]1.[CH3:1][C:2]1([CH3:16])[O:3][c:4]2[c:5]([cH:9][c:10]([N+:13](=[O:14])[O-:15])[cH:11][cH:12]2)[NH:6][C:7]1=[O:8].[CH3:29][N:30]([CH3:31])[CH:32]=[O:33].[H-:17].[Na+:18]>>[CH3:1][C:2]1([CH3:16])[O:3][c:4]2[c:5]([cH:9][c:10]([N+:13](=[O:14])[O-:15])[cH:11][cH:12]2)[N:6]([CH2:20][C:21](=[O:22])[c:23]2[cH:24][cH:25][cH:26][cH:27][cH:28]2)[C:7]1=[O:8]. Reactants: O=c1c(Cn2cncn2)cn2c3ccc(Br)cc3c3cc(O)cc1c32, CC(=O)OC(C)=O, CCO, c1ccncc1. Product: CC(=O)Oc1cc2c(=O)c(Cn3cncn3)cn3c4ccc(Br)cc4c(c1)c23. As a reaction SMILES: [Br:1][c:2]1[cH:3][cH:4][c:5]2[n:6]3[c:7]4[c:8]([cH:9][c:10]([OH:15])[cH:11][c:12]4[c:13]2[cH:14]1)[c:16](=[O:25])[c:17]([CH2:19][n:20]1[n:21][cH:22][n:23][cH:24]1)[cH:18]3.[CH3:26][C:27](=[O:28])[O:29][C:30](=[O:31])[CH3:32].[CH3:33][CH2:34][OH:35].[cH:36]1[cH:37][cH:38][n:39][cH:40][cH:41]1>>[Br:1][c:2]1[cH:3][cH:4][c:5]2[n:6]3[c:7]4[c:8]([cH:9][c:10]([O:15][C:27]([CH3:26])=[O:28])[cH:11][c:12]4[c:13]2[cH:14]1)[c:16](=[O:25])[c:17]([CH2:19][n:20]1[n:21][cH:22][n:23][cH:24]1)[cH:18]3. Reaction SMILES: [CH2:30]1[CH2:31][O:32][CH2:33][CH2:34][NH:35]1.[CH:1]([CH3:2])([CH3:3])[O:4][c:5]1[n:6][c:7]([NH:23][c:24]2[n:25][nH:26][c:27]([CH3:29])[cH:28]2)[cH:8][c:9]2[cH:10][c:11]([O:15][S:16]([C:17]([F:18])([F:19])[F:20])(=[O:21])=[O:22])[cH:12][cH:13][c:14]12>>[CH:1]([CH3:2])([CH3:3])[O:4][c:5]1[n:6][c:7]([NH:23][c:24]2[n:25][nH:26][c:27]([CH3:29])[cH:28]2)[cH:8][c:9]2[cH:10][c:11]([N:35]3[CH2:30][CH2:31][O:32][CH2:33][CH2:34]3)[cH:12][cH:13][c:14]12. The product is Cc1cc(Nc2cc3cc(N4CCOCC4)ccc3c(OC(C)C)n2)n[nH]1. The reactants are C1COCCN1, Cc1cc(Nc2cc3cc(OS(=O)(=O)C(F)(F)F)ccc3c(OC(C)C)n2)n[nH]1.